Dataset: the Open Reaction Database (ORD), a public repository of structured organic reaction records. Task: describe an organic reaction: reactants, conditions, products, and yield Reactants: CC(O)c1ccccc1Br, C1CCOC1, C1CCC2=NCCCN2CC1, [N-]=[N+]=NP(=O)(c1ccccc1)c1ccccc1. Product: CC(N=[N+]=[N-])c1ccccc1Br. RXN SMILES: [Br:1][c:2]1[c:3]([CH:4]([CH3:5])[OH:6])[cH:7][cH:8][cH:9][cH:10]1.[CH2:39]1[O:40][CH2:41][CH2:42][CH2:43]1.[N:28]12[CH2:29][CH2:30][CH2:31][N:32]=[C:33]1[CH2:34][CH2:35][CH2:36][CH2:37][CH2:38]2.[c:11]1([P:12]([c:13]2[cH:14][cH:15][cH:16][cH:17][cH:18]2)(=[O:19])[N:25]=[N+:26]=[N-:27])[cH:20][cH:21][cH:22][cH:23][cH:24]1>>[Br:1][c:2]1[c:3]([CH:4]([CH3:5])[N:25]=[N+:26]=[N-:27])[cH:7][cH:8][cH:9][cH:10]1. Reactants: C(C)(C)(C)N (tert.-butylamine), ClC1=C(C=C(C(=O)O)C=C1)S(=O)(=O)Cl (4-chloro-3-chlorosulfonylbenzoic acid). Run in C(C)O (ethanol). Reaction conditions: temperature 30 celsius. The product is C(C)(C)(C)NS(=O)(=O)C=1C=C(C(=O)O)C=CC1Cl (3-tert.-Butylsulfamoyl-4-chlorobenzoic acid). As a reaction SMILES: [C:1]([NH2:5])([CH3:4])([CH3:3])[CH3:2].[Cl:6][C:7]1[CH:15]=[CH:14][C:10]([C:11]([OH:13])=[O:12])=[CH:9][C:8]=1[S:16](Cl)(=[O:18])=[O:17]>C(O)C>[C:1]([NH:5][S:16]([C:8]1[CH:9]=[C:10]([CH:14]=[CH:15][C:7]=1[Cl:6])[C:11]([OH:13])=[O:12])(=[O:17])=[O:18])([CH3:4])([CH3:3])[CH3:2]. Procedure details: To a mixture of 36.5 g (0.5 mol) of tert.-butylamine and 250 ml of ethanol were added 25.5 g (0.1 mol) of 4-chloro-3-chlorosulfonylbenzoic acid in small portions while stirring and cooling, the reaction temperature being maintained at about 30° C. After a dwelling time over night at room temperature, the solvent was distilled off, the residue was dissolved in about 200 ml of water, the pH was adjusted to 1 with concentrated HCl and the crystals were filtered off. Melting point: 250° C. The reactants are BrCC(=O)NCC(CC1=CC=C(C=C1)F)O (2-bromo-N-[3-(4-fluorophenyl)-2-hydroxypropyl]acetamide), C([O-])([O-])=O.[K+].[K+] (potassium carbonate), resultant solution. Run in C(C)O (ethanol). The product is FC1=CC=C(CC2OCC(NC2)=O)C=C1 (6-(4-Fluorobenzyl)morpholin-3-one). The yield is 13.9%. As a reaction SMILES: Br[CH2:2][C:3]([NH:5][CH2:6][CH:7]([OH:16])[CH2:8][C:9]1[CH:14]=[CH:13][C:12]([F:15])=[CH:11][CH:10]=1)=[O:4].C(=O)([O-])[O-].[K+].[K+]>C(O)C>[F:15][C:12]1[CH:13]=[CH:14][C:9]([CH2:8][CH:7]2[CH2:6][NH:5][C:3](=[O:4])[CH2:2][O:16]2)=[CH:10][CH:11]=1 |f:1.2.3|. Reported procedure: To an ethanol solution (16 mL) of 2-bromo-N-[3-(4-fluorophenyl)-2-hydroxypropyl]acetamide (1.00 g, 3.45 mmol) synthesized in Reference Synthesis Example 42, potassium carbonate (715 mg, 5.17 mmol) was added and the resultant solution was stirred at 80° C. for 2.5 hours. After completion of the reaction, the reaction solution was filtered with Celite and the filtered residue was washed with ethanol. The filtrate was concentrated under reduced pressure and chloroform was added to the concentrated ... Starting materials: FC(S(=O)(=O)OC[C@H]1C[C@@H](CO1)SC(C)=O)(F)F (Ethanethioic acid trans(+/-)-S-[tetrahydro-5-[[[(trifluoromethyl)sulfonyl]oxy]methyl]-3-furanyl]ester), FC1=CC=C(C=C1)O (4-fluorophenol), CCN(C(C)C)C(C)C (Hunig's base). The solvent is C(Cl)Cl (methylene chloride), C(Cl)Cl (methylene chloride). Product: FC1=CC=C(OC[C@H]2C[C@@H](CO2)SC(C)=O)C=C1 (Ethanethioic acid trans-(+/-)-S-[5-[(4-fluorophenoxy)methyl]tetrahydro-3-furanyl]ester). Isolated yield 73.7%. RXN SMILES: FC(F)(F)S([O:6][CH2:7][C@@H:8]1[O:12][CH2:11][C@@H:10]([S:13][C:14](=[O:16])[CH3:15])[CH2:9]1)(=O)=O.[F:19][C:20]1[CH:25]=[CH:24][C:23](O)=[CH:22][CH:21]=1.CCN(C(C)C)C(C)C>C(Cl)Cl>[F:19][C:20]1[CH:25]=[CH:24][C:23]([O:6][CH2:7][C@@H:8]2[O:12][CH2:11][C@@H:10]([S:13][C:14](=[O:16])[CH3:15])[CH2:9]2)=[CH:22][CH:21]=1. Procedure: The title compound is prepared by the procedure of Example 23 using 1.49 g of product from Example 22 in 1 ml of methylene chloride, 0.542 g of 4-fluorophenol, 2.5 ml of Hunig's base and 3 ml of methylene chloride to give 0.963 g of the desired compound.